This data is from the Open Reaction Database (ORD), a public repository of structured organic reaction records. The task is: describe an organic reaction: reactants, conditions, products, and yield Run at temperature -78 celsius, time 2 hour. Starting materials: C(C)(C)[N-]C(C)C.[Li+] (Lithium diisopropylamide), IC (Iodomethane), CC1=CC=C2C(=N1)OC1=C2C=CC=C1C1=NC=CC(=C1)C1=CC=CC=C1 (2-methyl-8-(4-phenylpyridin-2-yl)benzofuro[2,3-b]pyridine). The solvent is C1CCOC1 (THF), C1CCOC1 (THF), C1CCOC1 (THF). Product: C(C)C1=CC=C2C(=N1)OC1=C2C=CC=C1C1=NC=CC(=C1)C1=CC=CC=C1 (2-ethyl-8-(4-phenylpyridin-2-yl)benzofuro[2,3-b]pyridine). Procedure details: 2-methyl-8-(4-phenylpyridin-2-yl)benzofuro[2,3-b]pyridine (5.3 g, 15.76 mmol) was dissolved in 130 mL of THF. This solution was cooled in a dry ice bath to −78° C. Lithium diisopropylamide in THF (9.85 mL, 19.69 mmol) was added dropwise to the reaction mixture over a 10 minute period maintaining the temperature below −73° C. The reaction mixture was stirred at −78° C. for 2 hours. Iodomethane (3.35 g, 23.63 mmol) was dissolved in 20 mL of THF then was added dropwise via syringe to the cold react... Isolated yield 93.0%. RXN SMILES: [CH3:1][C:2]1[N:7]=[C:6]2[O:8][C:9]3[C:14]([C:15]4[CH:20]=[C:19]([C:21]5[CH:26]=[CH:25][CH:24]=[CH:23][CH:22]=5)[CH:18]=[CH:17][N:16]=4)=[CH:13][CH:12]=[CH:11][C:10]=3[C:5]2=[CH:4][CH:3]=1.[CH:27]([N-]C(C)C)(C)C.[Li+].IC>C1COCC1>[CH2:1]([C:2]1[N:7]=[C:6]2[O:8][C:9]3[C:14]([C:15]4[CH:20]=[C:19]([C:21]5[CH:26]=[CH:25][CH:24]=[CH:23][CH:22]=5)[CH:18]=[CH:17][N:16]=4)=[CH:13][CH:12]=[CH:11][C:10]=3[C:5]2=[CH:4][CH:3]=1)[CH3:27] |f:1.2|. The reactants are CCOC(=O)C(CNC(=O)c1ccc(CCc2ccc3c(n2)NCCC3)cc1)NS(=O)(=O)c1ccc(I)cc1, Cl. Yields the product O=C(NCC(NS(=O)(=O)c1ccc(I)cc1)C(=O)O)c1ccc(CCc2ccc3c(n2)NCCC3)cc1. As a reaction SMILES: [CH2:1]([CH3:2])[O:3][C:4]([CH:5]([CH2:6][NH:7][C:8]([c:9]1[cH:10][cH:11][c:12]([CH2:15][CH2:16][c:17]2[n:18][c:19]3[c:24]([cH:25][cH:26]2)[CH2:23][CH2:22][CH2:21][NH:20]3)[cH:13][cH:14]1)=[O:27])[NH:28][S:29](=[O:30])(=[O:31])[c:32]1[cH:33][cH:34][c:35]([I:38])[cH:36][cH:37]1)=[O:39].[ClH:40]>>[O:3]=[C:4]([CH:5]([CH2:6][NH:7][C:8]([c:9]1[cH:10][cH:11][c:12]([CH2:15][CH2:16][c:17]2[n:18][c:19]3[c:24]([cH:25][cH:26]2)[CH2:23][CH2:22][CH2:21][NH:20]3)[cH:13][cH:14]1)=[O:27])[NH:28][S:29](=[O:30])(=[O:31])[c:32]1[cH:33][cH:34][c:35]([I:38])[cH:36][cH:37]1)[OH:39].